This data is from the Open Reaction Database (ORD), a public repository of structured organic reaction records. The task is: describe an organic reaction: reactants, conditions, products, and yield Starting materials: ClC1=C(C=NC=C1)F (4-chloro-3-fluoropyridine), C(CC)NN1C(CC2=CC=CC=C12)=O (1,3-dihydro-1-propylamino-2H-indol-2-one), Cl.ClC1=C(C=NC=C1)F (4-chloro-3-fluoropyridine hydrochloride), C1(=CC=CC=C1)O (phenol), O.C1(=CC=C(C=C1)S(=O)(=O)O)C (p-toluenesulfonic acid hydrate), C([O-])(O)=O.[Na+] (sodium bicarbonate). Run in ClCCl (dichloromethane). Reaction conditions: temperature 150 celsius, time 6.5 hour. Yields the product FC=1C=NC=CC1CCCNN1C(CC2=CC=CC=C12)=O (1,3-Dihydro-1-[(3-fluoro-4-pyridinyl)propylamino]-2H-indol-2-one). As a reaction SMILES: [CH2:1]([NH:4][N:5]1[C:13]2[C:8](=[CH:9][CH:10]=[CH:11][CH:12]=2)[CH2:7][C:6]1=[O:14])[CH2:2][CH3:3].C1(O)C=CC=CC=1.O.C1(C)C=CC(S(O)(=O)=O)=CC=1.Cl.Cl[C:36]1[CH:41]=[CH:40][N:39]=[CH:38][C:37]=1[F:42].ClC1C=CN=CC=1F.C(=O)(O)[O-].[Na+]>ClCCl>[F:42][C:37]1[CH:38]=[N:39][CH:40]=[CH:41][C:36]=1[CH2:3][CH2:2][CH2:1][NH:4][N:5]1[C:13]2[C:8](=[CH:9][CH:10]=[CH:11][CH:12]=2)[CH2:7][C:6]1=[O:14] |f:2.3,4.5,7.8|. Procedure details: To a stirred solution consisting of 1,3-dihydro-1-propylamino-2H-indol-2-one (5.06 g), phenol (13.2 g) and p-toluenesulfonic acid hydrate (0.25 g), heated at 150° C., was added 4-chloro-3-fluoropyridine hydrochloride (5.37 g). Heating was continued at 150° C. for 10.75 hours at which time additional 4-chloro-3-fluoropyridine (2.05 g) was added and heating continued an additional 6.5 hours. Upon cooling to room temperature, the reaction mixture was dissolved in dichloromethane and dilute aqueous ... Starting materials: C[O-].[Na+] (Sodium methoxide), COC1=CC=C(CNC(NN)=S)C=C1 (4-(p-methoxybenzyl)thiosemicarbazide), C(C(=O)N)(=O)OCC (Ethyl oxamate). Run in CO (methanol). Yields the product C(C(=O)N)(=O)NNC(=S)NCC1=CC=C(C=C1)OC (1-oxamoyl-4-(p-methoxybenzyl)-3-thiosemicarbazide). Isolated yield 91.0%. RXN SMILES: C[O-].[Na+].[CH3:4][O:5][C:6]1[CH:17]=[CH:16][C:9]([CH2:10][NH:11][C:12](=[S:15])[NH:13][NH2:14])=[CH:8][CH:7]=1.[C:18](OCC)(=[O:22])[C:19]([NH2:21])=[O:20]>CO>[C:18]([NH:14][NH:13][C:12]([NH:11][CH2:10][C:9]1[CH:8]=[CH:7][C:6]([O:5][CH3:4])=[CH:17][CH:16]=1)=[S:15])(=[O:22])[C:19]([NH2:21])=[O:20] |f:0.1|. Procedure details: Sodium methoxide (5.4 g., 0.1 mole) and 4-(p-methoxybenzyl)thiosemicarbazide (2.1 g., 0.1 mole) were stirred in methanol (200 ml.) for a period of five minutes. Ethyl oxamate (11.7 g., 0.1 mole) was then added to the mixture and the resulting mixture was refluxed for a period of three hours. At this point, most of the solvent was evaporated under reduced pressure, water (200 ml.) was added to the residue and the pH adjusted to 2.0 with dilute hydrochloric acid. The resulting solid was then filte... Starting materials: CCC(C)(C)O, COc1ccc(-c2nc(CCl)cs2)cc1, [I-], [K+], [Na+], [OH-], c1c[nH]nn1. Yields the product COc1ccc(-c2nc(Cn3ccnn3)cs2)cc1. As a reaction SMILES: [CH3:25][C:26]([OH:27])([CH2:28][CH3:29])[CH3:30].[Cl:1][CH2:2][c:3]1[n:4][c:5](-[c:8]2[cH:9][cH:10][c:11]([O:14][CH3:15])[cH:12][cH:13]2)[s:6][cH:7]1.[I-:22].[K+:21].[Na+:24].[OH-:23].[nH:16]1[n:17][n:18][cH:19][cH:20]1>>[CH2:2]([c:3]1[n:4][c:5](-[c:8]2[cH:9][cH:10][c:11]([O:14][CH3:15])[cH:12][cH:13]2)[s:6][cH:7]1)[n:16]1[n:17][n:18][cH:19][cH:20]1. Starting materials: Cl (hydrochloric acid), C1(=CC=CC2=CC=CC=C12)OCC(CN1C(C=CC=C1)=NC(=O)OC)OC(=O)OC (3-(1-naphthoxy)-1-(2-methoxycarbonylimino-1,2-dihydro-1-pyridyl)-2-methoxycarbonyloxypropane), Cl (hydrochloric acid). Run in C(C)O (ethanol). Yields the product C1(=CC=CC2=CC=CC=C12)OCC(CN1C(C=CC=C1)(NC(=O)OC)Cl)OC(=O)OC (3-(1-naphthoxy)-1-(2-chloro-2-methoxycarbonylamino-1,2-dihydro-1-pyridyl)-2-methoxycarbonyloxypropane). RXN SMILES: [C:1]1([O:11][CH2:12][CH:13]([O:26][C:27]([O:29][CH3:30])=[O:28])[CH2:14][N:15]2[CH:20]=[CH:19][CH:18]=[CH:17][C:16]2=[N:21][C:22]([O:24][CH3:25])=[O:23])[C:10]2[C:5](=[CH:6][CH:7]=[CH:8][CH:9]=2)[CH:4]=[CH:3][CH:2]=1.[ClH:31]>C(O)C>[C:1]1([O:11][CH2:12][CH:13]([O:26][C:27]([O:29][CH3:30])=[O:28])[CH2:14][N:15]2[CH:20]=[CH:19][CH:18]=[CH:17][C:16]2([Cl:31])[NH:21][C:22]([O:24][CH3:25])=[O:23])[C:10]2[C:5](=[CH:6][CH:7]=[CH:8][CH:9]=2)[CH:4]=[CH:3][CH:2]=1. Procedure details: 18 Grams of 3-(1-naphthoxy)-1-(2-methoxycarbonylimino-1,2-dihydro-1-pyridyl)-2-methoxycarbonyloxypropane were dissolved in about 50 ml of absolute ethanol. Concentrated hydrochloric acid was added dropwise until the pH was 1.0. The mixture was heated until a homogeneous solution was obtained and additional hydrochloric acid was added to bring the pH to 1.0. The solvent was evaporated under vacuum and the residual oil was dissolved in 25 milliliters of hot isopropyl alcohol. The product which cry... The reactants are O=C([O-])O, CCCCSC1CC(=O)N1CC(=O)CCc1ccccc1, O=C(OO)c1cccc(Cl)c1, ClCCl, [Na+], [Na+], [Na+], O=S([O-])[O-]. Product: CCCCS(=O)C1CC(=O)N1CC(=O)CCc1ccccc1. Reaction SMILES: [C:33](=[O:34])([O-:35])[OH:36].[CH2:12]([CH2:13][CH2:14][CH3:15])[S:16][CH:17]1[CH2:18][C:19](=[O:32])[N:20]1[CH2:21][C:22]([CH2:23][CH2:24][c:25]1[cH:26][cH:27][cH:28][cH:29][cH:30]1)=[O:31].[Cl:1][c:2]1[cH:3][cH:4][cH:5][c:6]([C:7]([O:8][OH:10])=[O:9])[cH:11]1.[Cl:44][CH2:45][Cl:46].[Na+:37].[Na+:42].[Na+:43].[S:38]([O-:39])([O-:40])=[O:41]>>[O:9]=[S:16]([CH2:12][CH2:13][CH2:14][CH3:15])[CH:17]1[CH2:18][C:19](=[O:32])[N:20]1[CH2:21][C:22]([CH2:23][CH2:24][c:25]1[cH:26][cH:27][cH:28][cH:29][cH:30]1)=[O:31]. Starting materials: C1CCOC1, CO, CCOC(=O)COc1ccc(CN(CCC2CC2)c2cccc(-c3ccc(C(F)(F)F)cc3)c2)cc1C, [Na+], [OH-]. Yields the product Cc1cc(CN(CCC2CC2)c2cccc(-c3ccc(C(F)(F)F)cc3)c2)ccc1OCC(=O)O. RXN SMILES: [CH2:42]1[O:43][CH2:44][CH2:45][CH2:46]1.[CH3:40][OH:41].[CH:1]1([CH2:4][CH2:5][N:6]([c:7]2[cH:8][c:9](-[c:13]3[cH:14][cH:15][c:16]([C:19]([F:20])([F:21])[F:22])[cH:17][cH:18]3)[cH:10][cH:11][cH:12]2)[CH2:23][c:24]2[cH:25][c:26]([CH3:37])[c:27]([O:28][CH2:29][C:30](=[O:31])[O:32][CH2:33][CH3:34])[cH:35][cH:36]2)[CH2:2][CH2:3]1.[Na+:39].[OH-:38]>>[CH:1]1([CH2:4][CH2:5][N:6]([c:7]2[cH:8][c:9](-[c:13]3[cH:14][cH:15][c:16]([C:19]([F:20])([F:21])[F:22])[cH:17][cH:18]3)[cH:10][cH:11][cH:12]2)[CH2:23][c:24]2[cH:25][c:26]([CH3:37])[c:27]([O:28][CH2:29][C:30](=[O:31])[OH:32])[cH:35][cH:36]2)[CH2:2][CH2:3]1. Reactants: CC(C)(CC(C)(C)C)C1=CC=C(C=C1)O (4-(2,4,4-trimethylpentan-2-yl)phenol), [Na+].[I-] (NaI), [OH-].[Na+] (NaOH), [O-]Cl.[Na+] (NaOCl), [O-]S(=O)(=S)[O-].[Na+].[Na+] (Na2S2O3), Cl (hydrochloric acid). Solvent: CO (methanol). Run at temperature 0 celsius. The product is IC1=C(C=CC(=C1)C(C)(CC(C)(C)C)C)O (2-iodo-4-(2,4,4-trimethylpentan-2-yl)phenol). As a reaction SMILES: [CH3:1][C:2]([C:9]1[CH:14]=[CH:13][C:12]([OH:15])=[CH:11][CH:10]=1)([CH2:4][C:5]([CH3:8])([CH3:7])[CH3:6])[CH3:3].[Na+].[I-:17].[OH-].[Na+].[O-]Cl.[Na+].[O-]S([O-])(=S)=O.[Na+].[Na+].Cl>CO>[I:17][C:11]1[CH:10]=[C:9]([C:2]([CH3:1])([CH2:4][C:5]([CH3:6])([CH3:7])[CH3:8])[CH3:3])[CH:14]=[CH:13][C:12]=1[OH:15] |f:1.2,3.4,5.6,7.8.9|. Reported procedure: To a stirred solution of 10.30 g (50.00 mmol) of 4-(2,4,4-trimethylpentan-2-yl)phenol in 125 mL of methanol at 0° C., add 7.48 g (50.00 mmol) of NaI and 2.00 g (50 mmol) of NaOH. To the resulting mixture add 86 mL of 5% aqueous NaOCl solution (commercial bleach) over a one hour period. Stir the resulting slurry for one more hour at 0° C. Then add 30 mL of aqueous 10% Na2S2O3 solution, and acidify the resulting reaction mixture with addition of dilute hydrochloric acid. Extract the resulting mixt...